Dataset: the Open Reaction Database (ORD), a public repository of structured organic reaction records. Task: describe an organic reaction: reactants, conditions, products, and yield Starting materials: ClCC=1OC2=C(N1)C(=CC=C2C)C (2-chloromethyl-4,7-dimethylbenzoxazole), C1(=CC=CC=C1)P(C1=CC=CC=C1)C1=CC=CC=C1 (triphenylphosphine). Solvent: C1(=CC=CC=C1)C (toluene). The product is [Cl-].CC1=CC=C(C2=C1N=C(O2)C[P+](C2=CC=CC=C2)(C2=CC=CC=C2)C2=CC=CC=C2)C ([(4,7-dimethylbenzoxazol-2-yl)methyl]-triphenylphosphonium chloride). RXN SMILES: [Cl:1][CH2:2][C:3]1[O:4][C:5]2[C:11]([CH3:12])=[CH:10][CH:9]=[C:8]([CH3:13])[C:6]=2[N:7]=1.[C:14]1([P:20]([C:27]2[CH:32]=[CH:31][CH:30]=[CH:29][CH:28]=2)[C:21]2[CH:26]=[CH:25][CH:24]=[CH:23][CH:22]=2)[CH:19]=[CH:18][CH:17]=[CH:16][CH:15]=1>C1(C)C=CC=CC=1>[Cl-:1].[CH3:13][C:8]1[C:6]2[N:7]=[C:3]([CH2:2][P+:20]([C:21]3[CH:22]=[CH:23][CH:24]=[CH:25][CH:26]=3)([C:27]3[CH:32]=[CH:31][CH:30]=[CH:29][CH:28]=3)[C:14]3[CH:15]=[CH:16][CH:17]=[CH:18][CH:19]=3)[O:4][C:5]=2[C:11]([CH3:12])=[CH:10][CH:9]=1 |f:3.4|. Procedure: The product of Step A above was heated with an equimolar amount of triphenylphosphine in refluxing toluene for 15-25 hours to obtain the title compound. Starting materials: COCOC (dimethoxymethane), CCN(C(C)C)C(C)C (DIPEA), C(C)(=O)Cl (acetyl chloride), OC1=C(C=O)C(=CC(=C1)O)O (2,4,6-trihydroxybenzaldehyde). The reagents and catalysts are [Br-].[Zn+2].[Br-] (zinc bromide). The solvent is ClCCl (dichloromethane), C(Cl)Cl (DCM). Run at temperature 5 celsius, time 1 hour. The product is OC1=C(C=O)C(=CC(=C1)OCOC)OCOC (2-Hydroxy-4,6-bis(methoxymethoxy)benzaldehyde). Yield: 65.0%. Reaction SMILES: [CH3:1][O:2][CH2:3][O:4][CH3:5].[C:6](Cl)(=[O:8])C.[OH:10][C:11]1[CH:18]=C(O)[CH:16]=[C:15]([OH:20])[C:12]=1[CH:13]=[O:14].[CH3:21]CN(C(C)C)C(C)C>ClCCl.[Br-].[Zn+2].[Br-]>[OH:20][C:15]1[CH:16]=[C:1]([O:2][CH2:3][O:4][CH3:5])[CH:18]=[C:11]([O:10][CH2:21][O:8][CH3:6])[C:12]=1[CH:13]=[O:14] |f:5.6.7|. Procedure details: To a stirred solution of dimethoxymethane (26.4 mL, 30 mmol) and zinc bromide (0.180 g, 0.08 mmol) in dichloromethane (200 mL) was slowly added drop wise acetyl chloride (21.2 mL, 24 mmol) at 10° C. and the stirring was continued for 1 h at this temperature, then 3 hours at room temperature. The solution was cooled at 5° C. and 2,4,6-trihydroxybenzaldehyde (21.1 g, 30 mmol) was added portion wise followed by slow drop wise addition of a solution of DIPEA (83.2 mL, 4.8 eq.). The cloudy solution w...